This data is from the Open Reaction Database (ORD), a public repository of structured organic reaction records. The task is: describe an organic reaction: reactants, conditions, products, and yield Starting materials: C(CCCCCCCCCCC)(=O)[O-].C(CCCCCCCCCCC)(=O)[O-].C(CCC)[Sn+2]CCCC (dibutyl-tin dilaurate), [N-]=C=O (isocyanate), C(=C)N=C=O (vinyl isocyanate), 110, C1(CCCCC1)O (cyclohexanol). The solvent is C(C)(=O)OCC (ethyl acetate), C(C)(=O)OCC (ethyl acetate). Conditions: temperature 40 celsius. Yields the product C(=C)NC(OC1CCCCC1)=O (Cyclohexyl N-vinylcarbamate). Reaction SMILES: [CH:1]([N:3]=[C:4]=[O:5])=[CH2:2].[CH:6]1([OH:12])[CH2:11][CH2:10][CH2:9][CH2:8][CH2:7]1.C([O-])(=O)CCCCCCCCCCC.C([O-])(=O)CCCCCCCCCCC.C([Sn+2]CCCC)CCC.[N-]=C=O>C(OCC)(=O)C>[CH:1]([NH:3][C:4](=[O:5])[O:12][CH:6]1[CH2:11][CH2:10][CH2:9][CH2:8][CH2:7]1)=[CH2:2] |f:2.3.4|. Reported procedure: 69 parts of vinyl isocyanate and 89.5 parts of ethyl acetate are introduced into a reaction vessel and heated to 40° C. A mixture of 110 parts of cyclohexanol and 89.5 parts of ethyl acetate (containing 0.02% of dibutyl-tin dilaurate as the catalyst) is added in the course of 1 hour. The mixture is then allowed to react for a further 2 hours at 40° C. A light yellow solution is obtained, from which the reaction product separates out, as crystals, on cooling. Blocked isocyanate content: 11.7%.